From a dataset of the Open Reaction Database (ORD), a public repository of structured organic reaction records. describe an organic reaction: reactants, conditions, products, and yield The reactants are CC=1C=C(C(=NC1C)OC)NC(OC1=CC=CC=C1)=O (Phenyl N-(5,6-dimethyl-2-methoxypyridin-3-yl)carbamate), CC1=C(C(=C(C=C1C)C)C)N1CCNCC1 (1-(2,3,5,6-tetramethylphenyl)piperazine). Product: CC=1C=C(C(=NC1C)OC)NC(=O)N1CCN(CC1)C1=C(C(=CC(=C1C)C)C)C (1-[(5,6-Dimethyl-2-methoxypyridin-3-yl)aminocarbonyl]-4-(2,3,5,6-tetramethylphenyl)piperazine). Isolated yield 71.0%. RXN SMILES: [CH3:1][C:2]1[CH:3]=[C:4]([NH:11][C:12](=[O:20])OC2C=CC=CC=2)[C:5]([O:9][CH3:10])=[N:6][C:7]=1[CH3:8].[CH3:21][C:22]1[C:27]([CH3:28])=[CH:26][C:25]([CH3:29])=[C:24]([CH3:30])[C:23]=1[N:31]1[CH2:36][CH2:35][NH:34][CH2:33][CH2:32]1>>[CH3:1][C:2]1[CH:3]=[C:4]([NH:11][C:12]([N:34]2[CH2:35][CH2:36][N:31]([C:23]3[C:24]([CH3:30])=[C:25]([CH3:29])[CH:26]=[C:27]([CH3:28])[C:22]=3[CH3:21])[CH2:32][CH2:33]2)=[O:20])[C:5]([O:9][CH3:10])=[N:6][C:7]=1[CH3:8]. Procedure details: Phenyl N-(5,6-dimethyl-2-methoxypyridin-3-yl)carbamate and 1-(2,3,5,6-tetramethylphenyl)piperazine were reacted by the same way with the example 1 to obtain the titled compound. Starting materials: CCOP(=O)(CP(=O)(OCC)OCC)OCC, CN(C)C=O, [H-], [Na+], O, COc1cc(COc2nn(-c3ccccc3)cc2C=CC=O)ccc1OCc1nc(-c2ccco2)oc1C. Yields the product CCOP(=O)(C=CC=Cc1cn(-c2ccccc2)nc1OCc1ccc(OCc2nc(-c3ccco3)oc2C)c(OC)c1)OCC. Reaction SMILES: [CH2:39]([P:40](=[O:41])([O:42][CH2:43][CH3:44])[O:45][CH2:46][CH3:47])[P:48]([O:49][CH2:50][CH3:51])([O:52][CH2:53][CH3:54])=[O:55].[CH3:56][N:57]([CH3:58])[CH:59]=[O:60].[H-:61].[Na+:62].[OH2:63].[o:1]1[c:2](-[c:6]2[o:7][c:8]([CH3:38])[c:9]([CH2:11][O:12][c:13]3[c:14]([O:36][CH3:37])[cH:15][c:16]([CH2:17][O:18][c:19]4[n:20][n:21](-[c:28]5[cH:29][cH:30][cH:31][cH:32][cH:33]5)[cH:22][c:23]4[CH:24]=[CH:25][CH:26]=[O:27])[cH:34][cH:35]3)[n:10]2)[cH:3][cH:4][cH:5]1>>[o:1]1[c:2](-[c:6]2[o:7][c:8]([CH3:38])[c:9]([CH2:11][O:12][c:13]3[c:14]([O:36][CH3:37])[cH:15][c:16]([CH2:17][O:18][c:19]4[n:20][n:21](-[c:28]5[cH:29][cH:30][cH:31][cH:32][cH:33]5)[cH:22][c:23]4[CH:24]=[CH:25][CH:26]=[CH:39][P:48]([O:49][CH2:50][CH3:51])([O:52][CH2:53][CH3:54])=[O:55])[cH:34][cH:35]3)[n:10]2)[cH:3][cH:4][cH:5]1. The reactants are BrC1=CSC=2N(C(N(C(C21)=O)C)=O)CC(C)C (5-bromo-3-methyl-1-(2-methylpropyl)-thieno[2,3-d]pyrimidine-2,4(1H,3H)-dione), CN(C=O)C (dimethylformamide), P(Cl)(Cl)Cl (phosphorus trichloride), O (water). Run at temperature 100 celsius. The product is ClC1=C(SC=2N(C(N(C(C21)=O)C)=O)CC(C)C)C=O (5-Chloro-1,2,3,4-tetrahydro-3-methyl-1-(2-methylpropyl)-2,4-dioxo-thieno[2,3-d]pyrimidine-6-carboxaldehyde). As a reaction SMILES: Br[C:2]1[C:10]2[C:9](=[O:11])[N:8]([CH3:12])[C:7](=[O:13])[N:6]([CH2:14][CH:15]([CH3:17])[CH3:16])[C:5]=2[S:4][CH:3]=1.CN(C)[CH:20]=[O:21].O.P(Cl)(Cl)[Cl:25]>>[Cl:25][C:2]1[C:10]2[C:9](=[O:11])[N:8]([CH3:12])[C:7](=[O:13])[N:6]([CH2:14][CH:15]([CH3:17])[CH3:16])[C:5]=2[S:4][C:3]=1[CH:20]=[O:21]. Procedure details: To a solution of 5-bromo-3-methyl-1-(2-methylpropyl)-thieno[2,3-d]pyrimidine-2,4(1H,3H)-dione (4.00 g) in phosphorus trichloride (80 ml) was added dimethylformamide (1.5 ml) dropwise with stirring. The solution was heated for 18 hours at 100° C. under nitrogen. Once the solution had cooled to room temperature it was added dropwise to acidified warm water (1 ml of 2M hydrochloric acid in 500 ml of water at 50° C.) and then allowed to cool. The solution was extracted with ethyl acetate (3×200 ml).... Starting materials: O (Water), ClC=1C=C(C=CC1Cl)C1CN(CCOC1C1OC1)C(=O)OC(C)(C)C (tert-butyl (6RS,7RS)-6-(3,4-dichlorophenyl)-7-[(2RS)-oxiran-2-yl]-1,4-oxazepane-4-carboxylate), ClC=1C=C(C=CC1Cl)C1CN(CCOC1C1OC1)C(=O)OC(C)(C)C (tert-butyl (6SR,7SR)-6-(3,4-dichlorophenyl)-7-[(2RS)-oxiran-2-yl]-1,4-oxazepane-4-carboxylate), C[S-].[Na+] (sodium thiomethoxide). The solvent is CN(C)C=O (DMF). Run at time 10 minute. Yields the product ClC=1C=C(C=CC1Cl)C1CN(CCOC1C(CSC)O)C(=O)OC(C)(C)C (tert-butyl (6SR,7SR)-6-(3,4-dichlorophenyl)-7-[(1RS)-1-hydroxy-2-(methylsulfanyl)ethyl]-1,4-oxazepane-4-carboxylate). Isolated yield 27.5%. Reaction SMILES: [Cl:1][C:2]1[CH:3]=[C:4]([CH:9]2[CH:15]([CH:16]3[CH2:18][O:17]3)[O:14][CH2:13][CH2:12][N:11]([C:19]([O:21][C:22]([CH3:25])([CH3:24])[CH3:23])=[O:20])[CH2:10]2)[CH:5]=[CH:6][C:7]=1[Cl:8].[CH3:26][S-:27].[Na+].O>CN(C=O)C>[Cl:1][C:2]1[CH:3]=[C:4]([CH:9]2[CH:15]([CH:16]([OH:17])[CH2:18][S:27][CH3:26])[O:14][CH2:13][CH2:12][N:11]([C:19]([O:21][C:22]([CH3:25])([CH3:24])[CH3:23])=[O:20])[CH2:10]2)[CH:5]=[CH:6][C:7]=1[Cl:8] |f:1.2|. Procedure: To a solution of a mixture (420 mg) of tert-butyl (6RS,7RS)-6-(3,4-dichlorophenyl)-7-[(2RS)-oxiran-2-yl]-1,4-oxazepane-4-carboxylate and tert-butyl (6SR,7SR)-6-(3,4-dichlorophenyl)-7-[(2RS)-oxiran-2-yl]-1,4-oxazepane-4-carboxylate in DMF (2 mL) was added sodium thiomethoxide (114 mg), and the mixture was stirred at room temperature for 10 min. Water was added, and the mixture was extracted with ethyl acetate. The organic layer was washed with aqueous potassium carbonate and brine, and dried over... Starting materials: C(=C)[Sn](CCCC)(CCCC)CCCC (vinyltributyltin), BrC=1C=C(C=CC1)C=1OC(=C(N1)CCOC=1C=C2CC[C@H](C2=CC1)CC(=O)OCC)C (ethyl ((1S)-5-{2-[2-(3-bromophenyl)-5-methyl-1,3-oxazol-4-yl]ethoxy}-2,3-dihydro-1H-inden-1-yl)acetate), ClCCl (dichloromethane). Reagents/catalysts: C1=CC=C(C=C1)P([C-]2C=CC=C2)C3=CC=CC=C3.C1=CC=C(C=C1)P([C-]2C=CC=C2)C3=CC=CC=C3.Cl[Pd]Cl.[Fe+2] ([1,1′-bis(diphenylphosphino)-ferrocene]dichloropalladium(II)). Run in C1(=CC=CC=C1)C (toluene). Conditions: temperature 110 celsius, time 16 hour. Yields the product CC1=C(N=C(O1)C1=CC(=CC=C1)C=C)CCOC=1C=C2CC[C@H](C2=CC1)CC(=O)OCC (ethyl ((1S)-5-{2-[5-methyl-2-(3-vinylphenyl)-1,3-oxazol-4-yl]ethoxy}-2,3-dihydro-1H-inden-1-yl)acetate). As a reaction SMILES: [CH:1]([Sn](CCCC)(CCCC)CCCC)=[CH2:2].Br[C:17]1[CH:18]=[C:19]([C:23]2[O:24][C:25]([CH3:46])=[C:26]([CH2:28][CH2:29][O:30][C:31]3[CH:32]=[C:33]4[C:37](=[CH:38][CH:39]=3)[C@H:36]([CH2:40][C:41]([O:43][CH2:44][CH3:45])=[O:42])[CH2:35][CH2:34]4)[N:27]=2)[CH:20]=[CH:21][CH:22]=1.ClCCl>C1C=CC(P(C2C=CC=CC=2)[C-]2C=CC=C2)=CC=1.C1C=CC(P(C2C=CC=CC=2)[C-]2C=CC=C2)=CC=1.Cl[Pd]Cl.[Fe+2].C1(C)C=CC=CC=1>[CH3:46][C:25]1[O:24][C:23]([C:19]2[CH:20]=[CH:21][CH:22]=[C:17]([CH:1]=[CH2:2])[CH:18]=2)=[N:27][C:26]=1[CH2:28][CH2:29][O:30][C:31]1[CH:32]=[C:33]2[C:37](=[CH:38][CH:39]=1)[C@H:36]([CH2:40][C:41]([O:43][CH2:44][CH3:45])=[O:42])[CH2:35][CH2:34]2 |f:3.4.5.6|. Procedure details: To a mixture of vinyltributyltin (Aldrich, 65.0 mg, 0.21 mmol), ethyl ((1S)-5-{2-[2-(3-bromophenyl)-5-methyl-1,3-oxazol-4-yl]ethoxy}-2,3-dihydro-1H-inden-1-yl)acetate (50 mg, 0.10 mmol), and [1,1′-bis(diphenylphosphino)-ferrocene]dichloropalladium(II), complex with dichloromethane (1:1) (4.2 mg, 0.005 mmol) was added toluene (2 mL). The resulting solution was degassed with argon for 30 minutes, and then stirred at 110° C. for 16 h. The reaction mixture was cooled to rt and diluted with 10 mL eth...